Dataset: the Open Reaction Database (ORD), a public repository of structured organic reaction records. Task: describe an organic reaction: reactants, conditions, products, and yield Starting materials: C(C)(C)(C)OC(=O)C1=C(C=CC=C1)C1=CC=C(C=C1)CN1C(=NC(=C1C(=O)OCC)C(=O)OCC)CCC (diethyl 1-[(2'-t-butoxycarbonylbiphenyl-4-yl)methyl]-2-propylimidazole-4,5-dicarboxylate), solution, [H-].C(C(C)C)[Al+]CC(C)C (diisobutylaluminum hydride). Solvent: O1CCCC1 (tetrahydrofuran). Yields the product C(C)(C)(C)OC(=O)C1=C(C=CC=C1)C1=CC=C(C=C1)CN1C(=NC(=C1C(=O)OCC)CO)CCC (Ethyl 1-[(2'-t-butoxycarbonylbiphenyl-4-yl)methyl]-4-hydroxymethyl-2-propylimidazole-5-carboxylate). Yield: 71.5%. Reaction SMILES: [C:1]([O:5][C:6]([C:8]1[CH:13]=[CH:12][CH:11]=[CH:10][C:9]=1[C:14]1[CH:19]=[CH:18][C:17]([CH2:20][N:21]2[C:25]([C:26]([O:28][CH2:29][CH3:30])=[O:27])=[C:24]([C:31](OCC)=[O:32])[N:23]=[C:22]2[CH2:36][CH2:37][CH3:38])=[CH:16][CH:15]=1)=[O:7])([CH3:4])([CH3:3])[CH3:2].[H-].C([Al+]CC(C)C)C(C)C>O1CCCC1>[C:1]([O:5][C:6]([C:8]1[CH:13]=[CH:12][CH:11]=[CH:10][C:9]=1[C:14]1[CH:19]=[CH:18][C:17]([CH2:20][N:21]2[C:25]([C:26]([O:28][CH2:29][CH3:30])=[O:27])=[C:24]([CH2:31][OH:32])[N:23]=[C:22]2[CH2:36][CH2:37][CH3:38])=[CH:16][CH:15]=1)=[O:7])([CH3:4])([CH3:3])[CH3:2] |f:1.2|. Procedure: Following a procedure similar to that described in Example 1(b), 16.47 g of diethyl 1-[(2'-t-butoxycarbonylbiphenyl-4-yl)methyl]-2-propylimidazole-4,5-dicarboxylate [prepared as described in step (a) above] were reduced, using 44.4 ml of a 1.5M solution of diisobutylaluminum hydride in tetrahydrofuran, to afford 10.83 g of the title compound as crystals, melting at 108°-110° C. RXN SMILES: [F:1][C:2]([F:19])([F:18])[O:3][C:4]1[CH:5]=[C:6]([NH:10][CH2:11][C:12]2[CH:13]=[N:14][CH:15]=[CH:16][CH:17]=2)[CH:7]=[CH:8][CH:9]=1.N1C=CC=CC=1.[F:26][C:27]([F:34])([F:33])[CH2:28][S:29](Cl)(=[O:31])=[O:30]>ClC(Cl)C>[F:19][C:2]([F:18])([F:1])[O:3][C:4]1[CH:5]=[C:6]([N:10]([CH2:11][C:12]2[CH:13]=[N:14][CH:15]=[CH:16][CH:17]=2)[S:29]([CH2:28][C:27]([F:34])([F:33])[F:26])(=[O:31])=[O:30])[CH:7]=[CH:8][CH:9]=1. Reaction conditions: time 8 hour. Reported procedure: N-(3-trifluoromethoxyphenyl)pyrid-3-ylmethylamine(0.270 g, 1 mmol) and pyridine were dissolved in dichloroethane (2 ml). The solution was cooled in an ice-bath. To the solution was added 2,2,2-trifluoroethylsulfonyl chloride (0.274 g, 1.5 mmol). The mixture was stirred at room temperature overnight. Upon removing solvent, the residue was dissolved in water and extracted with EtOAc. The organic phase was washed with brine concentrated. The residue was chromatographed to afford the title compound.... The product is FC(OC=1C=C(C=CC1)N(S(=O)(=O)CC(F)(F)F)CC=1C=NC=CC1)(F)F (N-(3-Trifluoromethoxyphenyl)-N-(2,2,2-trifluoroethanesulfonyl)pyrid-3-ylmethylamine). Run in ClC(C)Cl (dichloroethane). The reactants are FC(OC=1C=C(C=CC1)NCC=1C=NC=CC1)(F)F (N-(3-trifluoromethoxyphenyl)pyrid-3-ylmethylamine), N1=CC=CC=C1 (pyridine), FC(CS(=O)(=O)Cl)(F)F (2,2,2-trifluoroethylsulfonyl chloride). Starting materials: Cl, C[Si](C)(C)CCOCn1ccnc1-c1cc2nccc(Oc3ccc(NC(=S)NC(=O)Cc4ccccc4)cc3F)c2s1, C1COCCO1. Product: O=C(Cc1ccccc1)NC(=S)Nc1ccc(Oc2ccnc3cc(-c4ncc[nH]4)sc23)c(F)c1. RXN SMILES: [ClH:44].[F:1][c:2]1[cH:3][c:4]([NH:31][C:32](=[S:33])[NH:34][C:35]([CH2:36][c:37]2[cH:38][cH:39][cH:40][cH:41][cH:42]2)=[O:43])[cH:5][cH:6][c:7]1[O:8][c:9]1[c:10]2[c:11]([n:12][cH:13][cH:14]1)[cH:15][c:16](-[c:18]1[n:19]([CH2:23][O:24][CH2:25][CH2:26][Si:27]([CH3:28])([CH3:29])[CH3:30])[cH:20][cH:21][n:22]1)[s:17]2.[O:45]1[CH2:46][CH2:47][O:48][CH2:49][CH2:50]1>>[F:1][c:2]1[cH:3][c:4]([NH:31][C:32](=[S:33])[NH:34][C:35]([CH2:36][c:37]2[cH:38][cH:39][cH:40][cH:41][cH:42]2)=[O:43])[cH:5][cH:6][c:7]1[O:8][c:9]1[c:10]2[c:11]([n:12][cH:13][cH:14]1)[cH:15][c:16](-[c:18]1[nH:19][cH:20][cH:21][n:22]1)[s:17]2. Reactants: C(C1=CC=CC=C1)OC(=O)NC1(CCN(CC1)C(=O)OC(C)(C)C)C(=O)O (4-(benzyloxycarbonylamino)-1-(tert-butoxycarbonyl)piperidine-4-carboxylic acid), CN1CCOCC1 (NMM), N (ammonia). Run in COCCOC (DME). Reaction conditions: time 10 minute. The product is C(C1=CC=CC=C1)OC(=O)NC1(CCN(CC1)C(=O)OC(C)(C)C)C(N)=O (tert-butyl 4-(benzyloxycarbonylamino)-4-carbamoylpiperidine-1-carboxylate). The yield is 70.0%. As a reaction SMILES: [CH2:1]([O:8][C:9]([NH:11][C:12]1([C:25]([OH:27])=O)[CH2:17][CH2:16][N:15]([C:18]([O:20][C:21]([CH3:24])([CH3:23])[CH3:22])=[O:19])[CH2:14][CH2:13]1)=[O:10])[C:2]1[CH:7]=[CH:6][CH:5]=[CH:4][CH:3]=1.C[N:29]1CCOCC1.N>COCCOC>[CH2:1]([O:8][C:9]([NH:11][C:12]1([C:25](=[O:27])[NH2:29])[CH2:17][CH2:16][N:15]([C:18]([O:20][C:21]([CH3:23])([CH3:24])[CH3:22])=[O:19])[CH2:14][CH2:13]1)=[O:10])[C:2]1[CH:7]=[CH:6][CH:5]=[CH:4][CH:3]=1. Procedure details: A solution 4-(benzyloxycarbonylamino)-1-(tert-butoxycarbonyl)piperidine-4-carboxylic acid (1A, 2.0 g, 1.0 equivalent) in DME (0.5 M) was treated with NMM (1.0 equivalent) and IBCF (1.0 equivalent) at −15° C. After 10 min, aqueous ammonia (1.5 equivalents) was added. The reaction mixture was stirred at room temperature for 1.5 hr. The reaction was complete as determined by LCMS analysis and then partitioned between ethyl acetate and water. The organics were subsequently washed with brine, then dr... The reactants are COC(=O)CC[C@@H](C(=O)O)N (L-glutamic acid-γ-methyl ester), C(C)N (ethylamine), C(C)(=O)CC(C)=O (acetylacetone), S(=O)(=O)([O-])[O-].[Na+].[Na+] (sodium sulfate). Run in CO (methanol). Yield: 37.0%. The product is N[C@@H](CCC(=O)NCC)C(=O)O (theanine). Procedure: First, 5.0 g (31 mmol) of L-glutamic acid-γ-methyl ester was suspended in 15 mL of methanol. To this, 3.4 g (34 mmol) of acetylacetone and 5.0 g of anhydrous sodium sulfate were added. The mixture was heated at 60° C. for 6 hours. Subsequently, sodium sulfate was filtrated off. To the filtrate, 20 g (310 mmol) of 70% ethylamine was added and the same procedure as in Example 1 was performed to obtain 2.0 g of theanine (yield: 37.0%). RXN SMILES: CO[C:3]([CH2:5][CH2:6][C@H:7]([NH2:11])[C:8]([OH:10])=[O:9])=[O:4].C(CC(=O)C)(=O)C.S([O-])([O-])(=O)=O.[Na+].[Na+].[CH2:26]([NH2:28])[CH3:27]>CO>[NH2:11][C@H:7]([C:8]([OH:10])=[O:9])[CH2:6][CH2:5][C:3]([NH:28][CH2:26][CH3:27])=[O:4] |f:2.3.4|. Reaction conditions: temperature 60 celsius. Reactants: FC=1C=C(C=CC1F)C(CC(=O)C1=C(C=CC=C1)O)CC(=O)C=1OC=CC1 (3-(3,4-difluorophenyl)-5-(furan-2-yl)-1-(2-hydroxyphenyl)-1,5-pentanedione), resin, NH4OAc, CC(=O)O (AcOH), CN(C=O)C (dimethylformamide). Reaction SMILES: [F:1][C:2]1[CH:3]=[C:4]([CH:9]([CH2:20][C:21]([C:23]2[O:24][CH:25]=[CH:26][CH:27]=2)=O)[CH2:10][C:11]([C:13]2[CH:18]=[CH:17][CH:16]=[CH:15][C:14]=2[OH:19])=O)[CH:5]=[CH:6][C:7]=1[F:8].CC(O)=O.C[N:33](C)C=O>>[F:1][C:2]1[CH:3]=[C:4]([C:9]2[CH:20]=[C:21]([C:23]3[O:24][CH:25]=[CH:26][CH:27]=3)[N:33]=[C:11]([C:13]3[CH:18]=[CH:17][CH:16]=[CH:15][C:14]=3[OH:19])[CH:10]=2)[CH:5]=[CH:6][C:7]=1[F:8]. Run at temperature 100 celsius. The product is FC=1C=C(C=CC1F)C1=CC(=NC(=C1)C=1OC=CC1)C1=C(C=CC=C1)O (2-[4-(3,4-difluoro-phenyl)-6-furan-2-yl-pyridin-2-yl]-phenol). Reported procedure: A mixture of 3-(3,4-difluorophenyl)-5-(furan-2-yl)-1-(2-hydroxyphenyl)-1,5-pentanedione on Wang resin (2.0 g, 1.76 nmol), NH4OAc (0.80 g), and AcOH (1.0 mL) in dimethylformamide (20 mL) was heated at 100° C. for 18 h. The resin was filtered, and washed with dimethylformamide (×2) and alternating MeOH and CH2Cl2 (×5), and dried under high vacuum overnight. The dried resin was treated with 50% TFA/CH2Cl2 (15 mL) for 1 h. After filtration of the reaction mixture, the filtrate was concentrated to dr...